From a dataset of the Open Reaction Database (ORD), a public repository of structured organic reaction records. describe an organic reaction: reactants, conditions, products, and yield Reaction SMILES: [C:20].[CH2:1]([CH3:2])[O:3][C:4]([CH:5]=[CH:6][c:7]1[cH:8][cH:9][c:10]([C:13]([CH3:14])([CH3:15])[CH3:16])[cH:11][cH:12]1)=[O:17].[CH3:18][OH:19].[Pd:21]>>[CH2:1]([CH3:2])[O:3][C:4]([CH2:5][CH2:6][c:7]1[cH:8][cH:9][c:10]([C:13]([CH3:14])([CH3:15])[CH3:16])[cH:11][cH:12]1)=[O:17]. Product: CCOC(=O)CCc1ccc(C(C)(C)C)cc1. The reactants are C, CCOC(=O)C=Cc1ccc(C(C)(C)C)cc1, CO, [Pd]. The reactants are C1(CCCCC1)NC(CCC(C1=CC=CC=C1)O)=O (N-cyclohexyl-4-hydroxy-4-phenyl-butyramide), [Cr](=O)(=O)([O-])Cl.[NH+]1=CC=CC=C1 (pyridinium chlorochromate). Solvent: C(Cl)Cl (methylene chloride). Reaction conditions: time 2.5 hour. Product: C1(CCCCC1)NC(CCC(C1=CC=CC=C1)=O)=O (N-cyclohexyl-4-oxo4-phenyl-butyramide). Yield: 83.2%. RXN SMILES: [CH:1]1([NH:7][C:8](=[O:19])[CH2:9][CH2:10][CH:11]([OH:18])[C:12]2[CH:17]=[CH:16][CH:15]=[CH:14][CH:13]=2)[CH2:6][CH2:5][CH2:4][CH2:3][CH2:2]1.[Cr](Cl)([O-])(=O)=O.[NH+]1C=CC=CC=1>C(Cl)Cl>[CH:1]1([NH:7][C:8](=[O:19])[CH2:9][CH2:10][C:11](=[O:18])[C:12]2[CH:17]=[CH:16][CH:15]=[CH:14][CH:13]=2)[CH2:2][CH2:3][CH2:4][CH2:5][CH2:6]1 |f:1.2|. Procedure: A mixture of N-cyclohexyl-4-hydroxy-4-phenyl-butyramide (3.98 g, 15.2 mmol), prepared in the previous step, and pyridinium chlorochromate (4.94 g, 22.9 mmol) in 200 ml of methylene chloride was stirred at room temperature for 2.5 hours. The reaction was poured onto 400 g of silica gel (230-400 mesh) and the material eluted with methylene chloride-ethyl acetate. Isolation of the major component gave N-cyclohexyl-4-oxo4-phenyl-butyramide (3.28 g, 83%) as a light green solid, mp 109-111° C. Reactants: C1COCCN1, CCOC(C)=O, Cc1ccccc1C(=O)c1ccc(Nc2ccccc2OCCCO)cc1Cl, O, Cc1ccc(S(=O)(=O)Cl)cc1, c1ccncc1. The product is Cc1ccccc1C(=O)c1ccc(Nc2ccccc2OCCCN2CCOCC2)cc1Cl. As a reaction SMILES: [CH2:40]1[CH2:41][O:42][CH2:43][CH2:44][NH:45]1.[CH3:53][CH2:54][O:55][C:56]([CH3:57])=[O:58].[Cl:1][c:2]1[c:3]([C:20](=[O:21])[c:22]2[c:23]([CH3:28])[cH:24][cH:25][cH:26][cH:27]2)[cH:4][cH:5][c:6]([NH:8][c:9]2[c:10]([O:15][CH2:16][CH2:17][CH2:18][OH:19])[cH:11][cH:12][cH:13][cH:14]2)[cH:7]1.[OH2:46].[c:29]1([CH3:30])[cH:31][cH:32][c:33]([S:34]([Cl:35])(=[O:36])=[O:37])[cH:38][cH:39]1.[cH:47]1[cH:48][cH:49][n:50][cH:51][cH:52]1>>[Cl:1][c:2]1[c:3]([C:20](=[O:21])[c:22]2[c:23]([CH3:28])[cH:24][cH:25][cH:26][cH:27]2)[cH:4][cH:5][c:6]([NH:8][c:9]2[c:10]([O:15][CH2:16][CH2:17][CH2:18][N:45]3[CH2:40][CH2:41][O:42][CH2:43][CH2:44]3)[cH:11][cH:12][cH:13][cH:14]2)[cH:7]1.